describe an organic reaction: reactants, conditions, products, and yield From a dataset of the Open Reaction Database (ORD), a public repository of structured organic reaction records. Starting materials: C1(CCCCC1)NC(=O)C1=CC=C(C2=CC=CC=C12)S(NC1CCNCC1)(=O)=O (4-(piperidin-4-ylsulfamoyl)-naphthalene-1-carboxylic acid cyclohexylamide), CN(C(=O)Cl)C (dimethylcarbamyl chloride), ClC(=O)OCC (ethyl chloroformate). Product: CN(C(=O)N1CCC(CC1)NS(=O)(=O)C1=CC=C(C2=CC=CC=C12)C(N(C)C1CCCCC1)=O)C (4-[4-(Cyclohexyl-methyl-carbamoyl)-naphthalene-1-sulfonylamino]-piperidine-1-carboxylic acid dimethylamide). Reaction SMILES: [CH:1]1([NH:7][C:8]([C:10]2[C:19]3[C:14](=[CH:15][CH:16]=[CH:17][CH:18]=3)[C:13]([S:20](=[O:29])(=[O:28])[NH:21][CH:22]3[CH2:27][CH2:26][NH:25][CH2:24][CH2:23]3)=[CH:12][CH:11]=2)=[O:9])[CH2:6][CH2:5][CH2:4][CH2:3][CH2:2]1.[CH3:30][N:31]([CH3:35])[C:32](Cl)=[O:33].Cl[C:37](OCC)=O>>[CH3:30][N:31]([CH3:35])[C:32]([N:25]1[CH2:24][CH2:23][CH:22]([NH:21][S:20]([C:13]2[C:14]3[C:19](=[CH:18][CH:17]=[CH:16][CH:15]=3)[C:10]([C:8](=[O:9])[N:7]([CH:1]3[CH2:6][CH2:5][CH2:4][CH2:3][CH2:2]3)[CH3:37])=[CH:11][CH:12]=2)(=[O:29])=[O:28])[CH2:27][CH2:26]1)=[O:33]. Reported procedure: The title compound was prepared according to the general procedure in Scheme 11, substituting 4-(piperidin-4-ylsulfamoyl)-naphthalene-1-carboxylic acid cyclohexyl-methyl-amide for 4-(piperidin-4-ylsulfamoyl)-naphthalene-1-carboxylic acid cyclohexylamide, and dimethylcarbamyl chloride for ethyl chloroformate. 1H NMR (300 MHz, CDCl3) δ 8.63 (d, 1H), 8.28 (d, 1H), 7.87 (m, 1H), 7.62 (m, 2H), 7.21 (m, 1H), 5.35 (m, 1H), 5.27 (d, 1H), 4.74 (m, 1H), 3.48 (m, 1H), 3.35 (m, 1H), 3.27 (m, 1H), 3.05 (m, 1... The reactants are Cl (hydrochloric acid), ClC1=C(C=C(C=O)C=C1)[N+](=O)[O-] (4-chloro-3-nitrobenzaldehyde), [Br-].C(C1=CC=CC=C1)[P+](C1=CC=CC=C1)(C1=CC=CC=C1)C1=CC=CC=C1 (benzyltriphenylphosphonium bromide), [H-].[Na+] (sodium hydride). The solvent is C1(=CC=CC=C1)C (toluene). Reaction conditions: time 8 hour. The product is ClC1=C(C=C(C=C1)\C=C/C1=CC=CC=C1)[N+](=O)[O-] (2-chloro-5-((Z)-2-phenylvinyl)-1-nitrobenzene). Yield: 56.5%. RXN SMILES: [Cl:1][C:2]1[CH:9]=[CH:8][C:5]([CH:6]=O)=[CH:4][C:3]=1[N+:10]([O-:12])=[O:11].[Br-].[CH2:14]([P+](C1C=CC=CC=1)(C1C=CC=CC=1)C1C=CC=CC=1)[C:15]1[CH:20]=[CH:19][CH:18]=[CH:17][CH:16]=1.[H-].[Na+].Cl>C1(C)C=CC=CC=1>[Cl:1][C:2]1[CH:9]=[CH:8][C:5](/[CH:6]=[CH:14]\[C:15]2[CH:20]=[CH:19][CH:18]=[CH:17][CH:16]=2)=[CH:4][C:3]=1[N+:10]([O-:12])=[O:11] |f:1.2,3.4|. Procedure: To a suspension of 4-chloro-3-nitrobenzaldehyde (1 g) and benzyltriphenylphosphonium bromide (2.34 g) in toluene (35 mL) was added sodium hydride (55%, 0.28 g), and the mixture was stirred at room temperature overnight. To the reaction mixture was added 1 mol/L hydrochloric acid, and the resulting mixture was extracted with methylene chloride. The extract was washed with brine and dried over anhydrous magnesium sulfate, and the solvent was removed under reduced pressure. The residue was purified... Starting materials: [OH-].[K+] (Potassium hydroxide), C(#N)C=1C=C(C=CC1)C1=C(C=C(C=C1)I)C (1-(3-cyanophenyl)-4-iodo-2-methylbenzene). Solvent: C(C)O (ethanol), O (water). Product: C(N)(=O)C=1C=C(C=CC1)C1=C(C=C(C=C1)I)C (1-(3-carbamoylphenyl)-4-iodo-2-methylbenzene). The yield is 23.0%. Reaction SMILES: [OH-:1].[K+].[C:3]([C:5]1[CH:6]=[C:7]([C:11]2[CH:16]=[CH:15][C:14]([I:17])=[CH:13][C:12]=2[CH3:18])[CH:8]=[CH:9][CH:10]=1)#[N:4]>C(O)C.O>[C:3]([C:5]1[CH:6]=[C:7]([C:11]2[CH:16]=[CH:15][C:14]([I:17])=[CH:13][C:12]=2[CH3:18])[CH:8]=[CH:9][CH:10]=1)(=[O:1])[NH2:4] |f:0.1|. Procedure details: Potassium hydroxide (1.21 gm, 21.6 mmol) was added to a solution of 1-(3-cyanophenyl)-4-iodo-2-methylbenzene (1.27 gm, 4.0 mmol) in ethanol (50 mL) and heated under reflux for 16 h. After being cooled, the mixture was diluted with water (100 mL) and extracted with ethyl acetate (3×50 mL). The combined organic extracts were dried (Na2SO4) and concentrated under reduced pressure to give crude product (1.08 gm). The crude product (540 mg) was purified by flash chromatography (gradient elution with ... The reactants are C=1(O)C(O)=CC=CC1 (catechol), C(C)C1(CCl)CO1 (2-ethyl-epichlorohydrin), [OH-].[Na+] (sodium hydroxide). The solvent is O (water), O (water). Yields the product OCC1(COC2=C(O1)C=CC=C2)CC (2-Hydroxymethyl-2-ethyl-1,4-benzodioxan). Yield: 43.8%. Reaction SMILES: [C:1]1([C:3](=[CH:5][CH:6]=[CH:7][CH:8]=1)[OH:4])[OH:2].[CH2:9]([C:11]1([O:15][CH2:14]1)[CH2:12]Cl)[CH3:10].[OH-].[Na+]>O>[OH:15][CH2:14][C:11]1([CH2:9][CH3:10])[O:4][C:3]2[CH:5]=[CH:6][CH:7]=[CH:8][C:1]=2[O:2][CH2:12]1 |f:2.3|. Procedure: A stirred mixture of catechol (14.0 g), 2-ethyl-epichlorohydrin (15.3 g), sodium hydroxide (5.1 g) and water (50 ml) was heated at 90° under an atmosphere of nitrogen for 4 hours. On cooling water was added and the product was extracted with methylene chloride. The combined extracts were washed with 2 N aqueous sodium hydroxide solution, water and brine, dried and evaporated to leave an oil (10.8 g); IR νmax 3650-3200, 3000-2850 cm-1. Reactants: C(C)OC(C(C=1SC=CC1)=NN(CCC(C)C)C(CC(=O)OCC)=O)=O ([(2-Ethoxycarbonyl-acetyl)-(3-methyl-butyl)-hydrazono]-thiophen-2-yl-acetic acid ethyl ester), [O-]CC.[Na+] (sodium ethoxide), Cl (HCl). The solvent is CCO (EtOH). Reaction conditions: time 30 minute. The product is C(C)OC(=O)C=1C(N(N=C(C1O)C=1SC=CC1)CCC(C)C)=O (5-Hydroxy-2-(3-methyl-butyl)-3-oxo-6-thiophen-2-yl-2,3-dihydro-pyridazine-4-carboxylic acid ethyl ester). The yield is 83.2%. As a reaction SMILES: C(O[C:4](=[O:26])[C:5](=[N:11][N:12]([C:18](=[O:25])[CH2:19][C:20]([O:22][CH2:23][CH3:24])=[O:21])[CH2:13][CH2:14][CH:15]([CH3:17])[CH3:16])[C:6]1[S:7][CH:8]=[CH:9][CH:10]=1)C.[O-]CC.[Na+].Cl>CCO>[CH2:23]([O:22][C:20]([C:19]1[C:18](=[O:25])[N:12]([CH2:13][CH2:14][CH:15]([CH3:16])[CH3:17])[N:11]=[C:5]([C:6]2[S:7][CH:8]=[CH:9][CH:10]=2)[C:4]=1[OH:26])=[O:21])[CH3:24] |f:1.2|. Reported procedure: To a solution of [(2-Ethoxycarbonyl-acetyl)-(3-methyl-butyl)-hydrazono]-thiophen-2-yl-acetic acid ethyl ester (12a) (380 mg, 1.0 mmol) in EtOH (6 mL) at room temperature, sodium ethoxide (Aldrich) (21 wt % in ethanol, 0.4 mL, 1.1 mmol) was added, and the resulting mixture was stirred for 30 min. Aqueous HCl (5%, 0.75 mL) was added slowly, and then followed by liquid-liquid extraction with H2O/EtOAc. The combined organic layer was washed with brine, dried over MgSO4, concentrated under reduced pr... Reactants: [N+](=O)([O-])C1=CC2=C(NC=N2)C=C1[N+](=O)[O-] (5,6-dinitro-1H-benzo[d]imidazole), [H][H] (hydrogen). The reagents and catalysts are [Pd] (Pd/C). Solvent: CCO (EtOH). The product is NC1=CC2=C(NC=N2)C=C1N (5,6-diamino-1H-benzo[d]imidazole). Yield: 67.5%. As a reaction SMILES: [N+:1]([C:4]1[C:12]([N+:13]([O-])=O)=[CH:11][C:7]2[NH:8][CH:9]=[N:10][C:6]=2[CH:5]=1)([O-])=O.[H][H]>CCO.[Pd]>[NH2:13][C:12]1[C:4]([NH2:1])=[CH:5][C:6]2[NH:10][CH:9]=[N:8][C:7]=2[CH:11]=1. Procedure details: The product obtained in Step 1 (2.5 g, 12 mmol) and Pd/C (0.5 g) were dissolved in EtOH (50 mL), reacted in a Parr hydrogenation apparatus at room temperature and hydrogen gas pressure until the reaction is completed. The catalyst was removed by filtration, the filtrate was concentrated under vacuum, diluted with ethyl acetate, washed with water, dried, and concentrated under vacuum to obtain a product (1.2 g, 66.7%). Starting materials: TEA, CS(=O)(=O)Cl (methanesulfonyl chloride), C(C=C)OC1(CCN(CC1)C1=C(C(=NC=2N1N=C(C2)CO)C)[C@@H](C(=O)OCC)OC(C)(C)C)C ((S)-ethyl 2-(7-(4-(allyloxy)-4-methylpiperidin-1-yl)-2-(hydroxymethyl)-5-methylpyrazolo[1,5-a]pyrimidin-6-yl)-2-(tert-butoxy)acetate). Reagents/catalysts: CN(C)C=1C=CN=CC1 (DMAP). Run in C(Cl)Cl (DCM), C(Cl)Cl (DCM). Conditions: temperature 0 celsius, time 45 minute. Product: C(C=C)OC1(CCN(CC1)C1=C(C(=NC=2N1N=C(C2)COS(=O)(=O)C)C)[C@@H](C(=O)OCC)OC(C)(C)C)C ((S)-ethyl 2-(7-(4-(allyloxy)-4-methylpiperidin-1-yl)-5-methyl-2-(((methylsulfonyl)oxy)methyl)pyrazolo[1,5-a]pyrimidin-6-yl)-2-(tert-butoxy)acetate). The yield is 106.5%. RXN SMILES: [CH2:1]([O:4][C:5]1([CH3:34])[CH2:10][CH2:9][N:8]([C:11]2[N:16]3[N:17]=[C:18]([CH2:20][OH:21])[CH:19]=[C:15]3[N:14]=[C:13]([CH3:22])[C:12]=2[C@H:23]([O:29][C:30]([CH3:33])([CH3:32])[CH3:31])[C:24]([O:26][CH2:27][CH3:28])=[O:25])[CH2:7][CH2:6]1)[CH:2]=[CH2:3].[CH3:35][S:36](Cl)(=[O:38])=[O:37]>C(Cl)Cl.CN(C1C=CN=CC=1)C>[CH2:1]([O:4][C:5]1([CH3:34])[CH2:10][CH2:9][N:8]([C:11]2[N:16]3[N:17]=[C:18]([CH2:20][O:21][S:36]([CH3:35])(=[O:38])=[O:37])[CH:19]=[C:15]3[N:14]=[C:13]([CH3:22])[C:12]=2[C@H:23]([O:29][C:30]([CH3:33])([CH3:32])[CH3:31])[C:24]([O:26][CH2:27][CH3:28])=[O:25])[CH2:7][CH2:6]1)[CH:2]=[CH2:3]. Procedure: To a solution of (S)-ethyl 2-(7-(4-(allyloxy)-4-methylpiperidin-1-yl)-2-(hydroxymethyl)-5-methylpyrazolo[1,5-a]pyrimidin-6-yl)-2-(tert-butoxy)acetate (0.50 g, 1.054 mmol) in DCM (6 ml) cooled to 0° C. were added DMAP (0.013 g, 0.105 mmol) and TEA (0.294 ml, 2.107 mmol) followed by methanesulfonyl chloride (0.098 ml, 1.264 mmol) and the resulting solution was stirred at 0° C. After 45 min, the reaction was diluted with DCM and quenched with sat'd aq NaHCO3. The organic phase was washed with water...